The task is: describe an organic reaction: reactants, conditions, products, and yield. This data is from the Open Reaction Database (ORD), a public repository of structured organic reaction records. Reactants: ClC1=CC(=NC(=N1)C1=CC=CC=C1)N (6-chloro-2-phenylpyrimidin-4-amine), C(C)(C)N(C(C)C)CC (N,N-diisopropylethylamine), BrCC(=O)Br (bromoacetylbromide). Solvent: C(Cl)Cl (DCM). Run at time 1 hour. The product is 1v/v, BrCC(=O)NC1=NC(=NC(=C1)Cl)C1=CC=CC=C1 (2-Bromo-N-(6-chloro-2-phenylpyrimidin-4-yl)acetamide). As a reaction SMILES: [Cl:1][C:2]1[N:7]=[C:6]([C:8]2[CH:13]=[CH:12][CH:11]=[CH:10][CH:9]=2)[N:5]=[C:4]([NH2:14])[CH:3]=1.[Br:15][CH2:16][C:17](Br)=[O:18].C(N(CC)C(C)C)(C)C>C(Cl)Cl>[Br:15][CH2:16][C:17]([NH:14][C:4]1[CH:3]=[C:2]([Cl:1])[N:7]=[C:6]([C:8]2[CH:13]=[CH:12][CH:11]=[CH:10][CH:9]=2)[N:5]=1)=[O:18]. Reported procedure: 6-chloro-2-phenylpyrimidin-4-amine (4) (830 mg) was dissolved in anhydrous DCM (50 ml). To this was added dropwise a solution of bromoacetylbromide (1.05 ml in 10 ml DCM), forming a precipitate after 10 min. To this was then added dropwise a solution of N,N-diisopropylethylamine (1.06 ml in 10 ml DCM) and the solution left for 1 hr. The solvent was removed in vacuo, then the crude solid purified by flash chromatography on silica gel eluting with a mixture of ethyl acetate and petroleum ether (1:... The solvent is O (water), O (water). Starting materials: S(=O)(=O)(O)O.NC(C)CC1=CC=CC=C1 (rac. amphetamine sulfate), [OH-].[Na+] (sodium hydroxide), C(C)(=O)OC(C)=O (acetic anhydride). Product: CC(CC1=CC=CC=C1)NC(C)=O (N-(alpha-Methylphenethyl)acetamide). Reported procedure: Seventy three and six tenths g (0.2 moles) of rac. amphetamine sulfate was suspended in 150 ml of water and to the stirred suspension, a solution of twenty g (0.5 moles) of sodium hydroxide in 200 ml of water was added. The liberated oil was collected by three extractions with 200-ml portions of toluene. The combined extracts were dried over anhydrous K2CO3, then the drying agent removed by filtration. To the filtrate, 100 ml of acetic anhydride (1.0 mole) was added in portions and the resulting... As a reaction SMILES: S(O)(O)(=O)=O.[NH2:6][CH:7]([CH2:9][C:10]1[CH:15]=[CH:14][CH:13]=[CH:12][CH:11]=1)[CH3:8].[OH-].[Na+].[C:18](OC(=O)C)(=[O:20])[CH3:19]>O>[CH3:8][CH:7]([NH:6][C:18](=[O:20])[CH3:19])[CH2:9][C:10]1[CH:15]=[CH:14][CH:13]=[CH:12][CH:11]=1 |f:0.1,2.3|. Reactants: O1COC2=C1C=CC(=C2)O (1,3-benzodioxol-5-ol), C(C)(C)[Mg]Cl (isopropyl magnesium chloride), ClC1=C2C(C(NC2=CC=C1)=O)=O (4-chloroisatin). The solvent is O1CCCC1 (tetrahydrofuran). Run at time 2 hour. Product: ClC1=C2C(C(NC2=CC=C1)=O)(C1=CC2=C(OCO2)C=C1O)O (4-chloro-3-hydroxy-3-(6-hydroxy-1,3-benzodioxol-5-yl)-1,3-dihydro-2H-indol-2-one). The yield is 95.3%. RXN SMILES: [O:1]1[C:5]2[CH:6]=[CH:7][C:8]([OH:10])=[CH:9][C:4]=2[O:3][CH2:2]1.C([Mg]Cl)(C)C.[Cl:16][C:17]1[CH:25]=[CH:24][CH:23]=[C:22]2[C:18]=1[C:19](=[O:27])[C:20](=[O:26])[NH:21]2>O1CCCC1>[Cl:16][C:17]1[CH:25]=[CH:24][CH:23]=[C:22]2[C:18]=1[C:19]([OH:27])([C:7]1[C:8]([OH:10])=[CH:9][C:4]3[O:3][CH2:2][O:1][C:5]=3[CH:6]=1)[C:20](=[O:26])[NH:21]2. Procedure: To a solution of 1,3-benzodioxol-5-ol (4.86 g, 22.0 mmol) in anhydrous tetrahydrofuran (100 mL) was added dropwise a solution of isopropyl magnesium chloride (49.6 mmol, 24.8 mL, 2.0 M solution in tetrahydrofuran) at 0° C. for 10 min. The reaction mixture was stirred for 30 min upon which time 4-chloroisatin (4.00 g, 22.0 mmol) was added in one portion. The reaction mixture was stirred at ambient temperature for 2 h and quenched by the addition of 10% aqueous hydrochloric acid (25.0 mL) and the ... Reaction SMILES: [O:1]1[C:5]2[CH:6]=[CH:7][C:8]([CH2:10][CH:11]3[CH2:16][N:15]([C:17]4[C:26]5[C:21](=[CH:22][CH:23]=[C:24]([O:27][CH3:28])[CH:25]=5)[CH:20]=[CH:19][N:18]=4)[CH2:14][CH2:13][N:12]3C(OC(C)(C)C)=O)=[CH:9][C:4]=2[O:3][CH2:2]1.C(=O)([O-])O.[Na+]>Cl.O1CCOCC1>[O:1]1[C:5]2[CH:6]=[CH:7][C:8]([CH2:10][CH:11]3[NH:12][CH2:13][CH2:14][N:15]([C:17]4[C:26]5[C:21](=[CH:22][CH:23]=[C:24]([O:27][CH3:28])[CH:25]=5)[CH:20]=[CH:19][N:18]=4)[CH2:16]3)=[CH:9][C:4]=2[O:3][CH2:2]1 |f:1.2,3.4|. Yield: 58.2%. Run at time 18 hour. Procedure details: In 10 ml of 4N hydrochloric acid-dioxane solution, 150 mg of 1-(2-benzo[1,3]dioxol-5-ylmethyl-1-tert-butoxycarbonylpiperazin-4-yl)-7-methoxyisoquinoline as synthesized in the above step was added and stirred for 18 hours. The solution was neutralized with saturated aqueous sodium hydrogencarbonate solution, extracted with ethyl acetate, dried over anhydrous magnesium sulfate and the solvent was distilled off under reduced pressure. The residue was purified on silica gel column chromatography (me... Run in Cl.O1CCOCC1 (hydrochloric acid dioxane). Yields the product O1COC2=C1C=CC(=C2)CC2CN(CCN2)C2=NC=CC1=CC=C(C=C21)OC (1-(3-benzo[1,3]dioxol-5-ylmethylpiperazin-1-yl)-7-methoxyisoquinoline). The reactants are O1COC2=C1C=CC(=C2)CC2N(CCN(C2)C2=NC=CC1=CC=C(C=C21)OC)C(=O)OC(C)(C)C (1-(2-benzo[1,3]dioxol-5-ylmethyl-1-tert-butoxycarbonylpiperazin-4-yl)-7-methoxyisoquinoline), C(O)([O-])=O.[Na+] (sodium hydrogencarbonate). Reactants: FC1(CCC(CC1)C1=C(C(=NC=2CC(CC(C12)OCC1=CC=C(C=C1)OC)(C)C)C1CCNCC1)C(C1=CC=C(C=C1)C(F)(F)F)F)F ((−)-4-(4,4-Difluorocyclohexyl)-3-{fluoro[4-(trifluoromethyl)phenyl]methyl}-5-[(4-methoxybenzyl)oxy]-7,7-dimethyl-2-(piperidin-4-yl)-5,6,7,8-tetrahydroquinoline), O (water), BrC=1C=NC(=NC1)Cl (5-bromo-2-chloropyrimidine), C1CCC2=NCCCN2CC1 (1,8-diazabicyclo[5.4.0]-7-undecene). The solvent is CN(C=O)C (N,N-dimethylformamide). Run at temperature 100 celsius, time 3 hour. Yields the product BrC=1C=NC(=NC1)N1CCC(CC1)C1=NC=2CC(CC(C2C(=C1C(C1=CC=C(C=C1)C(F)(F)F)F)C1CCC(CC1)(F)F)OCC1=CC=C(C=C1)OC)(C)C (2-[1-(5-Bromopyrimidin-2-yl)piperidin-4-yl]-4-(4,4-difluorocyclohexyl)-3-{fluoro[4-(trifluoromethyl)phenyl]methyl}-5-[(4-methoxybenzyl)oxy]-7,7-dimethyl-5,6,7,8-tetrahydroquinoline). The yield is 62.5%. As a reaction SMILES: [F:1][C:2]1([F:48])[CH2:7][CH2:6][CH:5]([C:8]2[C:17]3[CH:16]([O:18][CH2:19][C:20]4[CH:25]=[CH:24][C:23]([O:26][CH3:27])=[CH:22][CH:21]=4)[CH2:15][C:14]([CH3:29])([CH3:28])[CH2:13][C:12]=3[N:11]=[C:10]([CH:30]3[CH2:35][CH2:34][NH:33][CH2:32][CH2:31]3)[C:9]=2[CH:36]([F:47])[C:37]2[CH:42]=[CH:41][C:40]([C:43]([F:46])([F:45])[F:44])=[CH:39][CH:38]=2)[CH2:4][CH2:3]1.[Br:49][C:50]1[CH:51]=[N:52][C:53](Cl)=[N:54][CH:55]=1.C1CCN2C(=NCCC2)CC1.O>CN(C)C=O>[Br:49][C:50]1[CH:51]=[N:52][C:53]([N:33]2[CH2:34][CH2:35][CH:30]([C:10]3[C:9]([CH:36]([F:47])[C:37]4[CH:38]=[CH:39][C:40]([C:43]([F:45])([F:46])[F:44])=[CH:41][CH:42]=4)=[C:8]([CH:5]4[CH2:6][CH2:7][C:2]([F:1])([F:48])[CH2:3][CH2:4]4)[C:17]4[CH:16]([O:18][CH2:19][C:20]5[CH:21]=[CH:22][C:23]([O:26][CH3:27])=[CH:24][CH:25]=5)[CH2:15][C:14]([CH3:28])([CH3:29])[CH2:13][C:12]=4[N:11]=3)[CH2:31][CH2:32]2)=[N:54][CH:55]=1. Procedure: To a solution of 1.0 g (1.5 mmol) of (−)-4-(4,4-Difluorocyclohexyl)-3-{fluoro[4-(trifluoromethyl)phenyl]methyl}-5-[(4-methoxybenzyl)oxy]-7,7-dimethyl-2-(piperidin-4-yl)-5,6,7,8-tetrahydroquinoline, which was prepared by a method similar to that of Reference Example 10, in 5 ml of N,N-dimethylformamide, 0.58 g (3.0 mmol) of 5-bromo-2-chloropyrimidine and 0.27 ml (1.8 mmol) of 1,8-diazabicyclo[5.4.0]-7-undecene were added, and the reaction solution was stirred at 100° C. for 3 hours. After complet...